Dataset: the Open Reaction Database (ORD), a public repository of structured organic reaction records. Task: describe an organic reaction: reactants, conditions, products, and yield Starting materials: CC1=C(N=C(O1)C1=CC2=CC=CC=C2C=C1)COC1=C(C=C(C=CC=O)C=C1)OC (4-[5-methyl-2-(2-naphthyl)-4-oxazolylmethoxy]-3-methoxycinnamaldehyde), O1C(NC(C1)=O)=O (2,4-oxazolidinedione). Product: CC1=C(N=C(O1)C1=CC2=CC=CC=C2C=C1)COC1=C(C=C(C=C1)CCCC1C(NC(O1)=O)=O)OC (5-[3-[4-[5-methyl-2-(2-naphthyl)-4-oxazolylmethoxy]-3-methoxyphenyl]propyl]-2,4-oxazolidinedione). As a reaction SMILES: [CH3:1][C:2]1[O:6][C:5]([C:7]2[CH:16]=[CH:15][C:14]3[C:9](=[CH:10][CH:11]=[CH:12][CH:13]=3)[CH:8]=2)=[N:4][C:3]=1[CH2:17][O:18][C:19]1[CH:28]=[CH:27][C:22]([CH:23]=[CH:24][CH:25]=O)=[CH:21][C:20]=1[O:29][CH3:30].[O:31]1[CH2:35][C:34](=[O:36])[NH:33][C:32]1=[O:37]>>[CH3:1][C:2]1[O:6][C:5]([C:7]2[CH:16]=[CH:15][C:14]3[C:9](=[CH:10][CH:11]=[CH:12][CH:13]=3)[CH:8]=2)=[N:4][C:3]=1[CH2:17][O:18][C:19]1[CH:28]=[CH:27][C:22]([CH2:23][CH2:24][CH2:25][CH:35]2[O:31][C:32](=[O:37])[NH:33][C:34]2=[O:36])=[CH:21][C:20]=1[O:29][CH3:30]. Procedure details: In substantially the same manner as in Working Example 11, 4-[5-methyl-2-(2-naphthyl)-4-oxazolylmethoxy]-3-methoxycinnamaldehyde was condensed with 2,4-oxazolidinedione. The condensate was subjected to catalytic hydrogenation to yield 5-[3-[4-[5-methyl-2-(2-naphthyl)-4-oxazolylmethoxy]-3-methoxyphenyl]propyl]-2,4-oxazolidinedione. The product was recrystallized from chloroform-methanol-ether to give colorless prisms, m.p.173-174° C. The reactants are O=C([O-])O, [Li]CCCC, C1CCOC1, CC1CCC(=O)CC1, CC(C)[N-]C(C)C, C[Si](C)(C)Cl, CC(C)NC(C)C, [Li+], [Na+]. Yields the product CC1CC=C(O[Si](C)(C)C)CC1. Reaction SMILES: [C:34](=[O:35])([OH:36])[O-:37].[CH2:1]([Li:2])[CH2:3][CH2:4][CH3:5].[CH2:39]1[O:40][CH2:41][CH2:42][CH2:43]1.[CH3:13][CH:14]1[CH2:15][CH2:16][C:17](=[O:20])[CH2:18][CH2:19]1.[CH3:22][CH:23]([N-:24][CH:25]([CH3:26])[CH3:27])[CH3:28].[CH3:29][Si:30]([CH3:31])([CH3:32])[Cl:33].[CH:6]([NH:7][CH:8]([CH3:9])[CH3:10])([CH3:11])[CH3:12].[Li+:21].[Na+:38]>>[CH3:13][CH:14]1[CH2:15][CH:16]=[C:17]([O:20][Si:30]([CH3:29])([CH3:31])[CH3:32])[CH2:18][CH2:19]1. Reactants: BrB(Br)Br, COc1cc(F)c(C#N)cc1C(=O)NCc1cccc([N+](=O)[O-])c1, ClCCl. The product is N#Cc1cc(C(=O)NCc2cccc([N+](=O)[O-])c2)c(O)cc1F. Reaction SMILES: [B:25]([Br:26])([Br:27])[Br:28].[C:1](#[N:2])[c:3]1[c:4]([F:24])[cH:5][c:6]([O:22][CH3:23])[c:7]([C:8](=[O:9])[NH:10][CH2:11][c:12]2[cH:13][c:14]([N+:18](=[O:19])[O-:20])[cH:15][cH:16][cH:17]2)[cH:21]1.[Cl:29][CH2:30][Cl:31]>>[C:1](#[N:2])[c:3]1[c:4]([F:24])[cH:5][c:6]([OH:22])[c:7]([C:8](=[O:9])[NH:10][CH2:11][c:12]2[cH:13][c:14]([N+:18](=[O:19])[O-:20])[cH:15][cH:16][cH:17]2)[cH:21]1.